The task is: describe an organic reaction: reactants, conditions, products, and yield. This data is from the Open Reaction Database (ORD), a public repository of structured organic reaction records. Reactants: ClC=1C=CC=2C(=C3C(=NC2C1)C=CC(=N3)OC)Cl (7,10-dichloro-2-methoxypyrido [3,2-b]quinoline), C(C)N(CCCCCN)CC (5-diethylaminopentylamine), C1(=CC=CC=C1)O (phenol). The product is Cl.Cl.ClC=1C=CC=2C(=C3C(=NC2C1)C=CC(=N3)OC)NCCCCCN(CC)CC (7-Chloro-10-[(5-diethylaminopentyl)amino]-2-methoxypyrido[3,2-b]quinoline dihydrochloride). RXN SMILES: [Cl:1][C:2]1[CH:3]=[CH:4][C:5]2[C:6](Cl)=[C:7]3[N:15]=[C:14]([O:16][CH3:17])[CH:13]=[CH:12][C:8]3=[N:9][C:10]=2[CH:11]=1.[CH2:19]([N:21]([CH2:28][CH3:29])[CH2:22][CH2:23][CH2:24][CH2:25][CH2:26][NH2:27])[CH3:20].C1(O)C=CC=CC=1>>[ClH:1].[ClH:1].[Cl:1][C:2]1[CH:3]=[CH:4][C:5]2[C:6]([NH:27][CH2:26][CH2:25][CH2:24][CH2:23][CH2:22][N:21]([CH2:28][CH3:29])[CH2:19][CH3:20])=[C:7]3[N:15]=[C:14]([O:16][CH3:17])[CH:13]=[CH:12][C:8]3=[N:9][C:10]=2[CH:11]=1 |f:3.4.5|. Reported procedure: A mixture of 2.8 g. of 7,10-dichloro-2-methoxypyrido [3,2-b]quinoline, 1.7 g. of 5-diethylaminopentylamine and 6.5 g. of phenol was treated as in Example 5 to obtain the title compound, m.p. 232°-233° C. The reactants are dicarboxylic acid, dialdehyde, C(C(=O)CC(=O)O)C(=O)O (Acetone-1,3-dicarboxylic acid), C(C)(=O)[O-].[Na+] (sodium acetate), C(C)OC(C(CC=O)CC=O)=O (4-oxo-2-(2-oxo-ethyl)-butyric acid ethyl ester), C([O-])([O-])=O.[K+].[K+] (potassium carbonate), C(C1=CC=CC=C1)N (Benzylamine). The solvent is O (H2O), Cl (HCl). Reaction conditions: time 3 day. Yields the product C(C)OC(=O)C1CC2CC(CC(C1)N2CC2=CC=CC=C2)=O (9-benzyl-7-oxo-9-aza-bicyclo[3.3.1]nonane-3-carboxylic acid ethyl ester). Isolated yield 40.8%. RXN SMILES: [CH2:1](C(O)=O)[C:2]([CH2:4]C(O)=O)=[O:3].C([O-])(=O)C.[Na+].[CH2:16]([O:18][C:19](=[O:27])[CH:20]([CH2:24][CH:25]=O)[CH2:21][CH:22]=O)[CH3:17].[CH2:28]([NH2:35])[C:29]1[CH:34]=[CH:33][CH:32]=[CH:31][CH:30]=1.C(=O)([O-])[O-].[K+].[K+]>O.Cl>[CH2:16]([O:18][C:19]([CH:20]1[CH2:24][CH:25]2[N:35]([CH2:28][C:29]3[CH:34]=[CH:33][CH:32]=[CH:31][CH:30]=3)[CH:22]([CH2:1][C:2](=[O:3])[CH2:4]2)[CH2:21]1)=[O:27])[CH3:17] |f:1.2,5.6.7|. Procedure details: Acetone-1,3-dicarboxylic acid (8.81 g, 60.36 mmol) and sodium acetate (5.04 g, 61.5 mmol) were added to a solution of 4-oxo-2-(2-oxo-ethyl)-butyric acid ethyl ester (European Patent EP 0330788A1) (10.3 g, 60.36 mmol) in H2O (75 mL). Benzylamine (6.59 mL, 60.36 mmol) was dissolved in aqueous HCl (3 N, 41 mL) and was subsequently added to the stirring solution of the dialdehyde and the dicarboxylic acid over a 15 minute period. The reaction mixture was stirred for 3 days at room temperature after ... Reactants: CC1=C(c2ccccc2)C(=O)N(C(C)(C)C=O)CO1, CC(C)[Mg+], [Cl-], [Cl-], [NH4+], C1CCOC1. The product is CC1=C(c2ccccc2)C(=O)N(C(C)(C)C(O)C(C)C)CO1. RXN SMILES: [CH3:6][C:7]1=[C:8]([c:19]2[cH:20][cH:21][cH:22][cH:23][cH:24]2)[C:9](=[O:18])[N:10]([C:13]([CH:14]=[O:15])([CH3:16])[CH3:17])[CH2:11][O:12]1.[CH:2]([CH3:3])([CH3:4])[Mg+:5].[Cl-:1].[Cl-:25].[NH4+:26].[O:27]1[CH2:28][CH2:29][CH2:30][CH2:31]1>>[CH:2]([CH3:3])([CH3:4])[CH:14]([C:13]([N:10]1[C:9](=[O:18])[C:8]([c:19]2[cH:20][cH:21][cH:22][cH:23][cH:24]2)=[C:7]([CH3:6])[O:12][CH2:11]1)([CH3:16])[CH3:17])[OH:15].